This data is from the Open Reaction Database (ORD), a public repository of structured organic reaction records. The task is: describe an organic reaction: reactants, conditions, products, and yield Yields the product COC(CCC(CO)(F)F)=O (4,4-Difluoro-5-hydroxy-n-pentanoic Acid Methyl Ester). Run in O (water). Conditions: time 2 hour. The reactants are COC(C(CCC(=O)O)(F)F)=O (2,2-difluoroglutaric acid 1-methyl ester), [BH4-].[Na+] (sodium borohydride), CO (methanol), Cl (HCl). Procedure details: To a solution of 2 g of 2,2-difluoroglutaric acid 1-methyl ester in 20 ml of methanol is added at 25° 250 mg of sodium borohydride and the mixture allowed to remain at 25° for 2 hrs. The solution is diluted with water and acidified to pH 1 with 1N HCl and the methanol removed in vacuo. The residual suspension is extracted with methylene chloride and the extract dried with sodium sulfate and evaporated to dryness in vacuo. The residual oil is treated with ethereal diazomethane until the yellow co... As a reaction SMILES: C[O:2][C:3](=O)[C:4]([F:11])([F:10])[CH2:5][CH2:6][C:7]([OH:9])=[O:8].[BH4-].[Na+].Cl.[CH3:16]O>O>[CH3:16][O:9][C:7](=[O:8])[CH2:6][CH2:5][C:4]([F:11])([F:10])[CH2:3][OH:2] |f:1.2|. Starting materials: [N+](=O)(O)[O-] (HNO3), BrCC=1C2=C(SC1C(=O)N1CCOCC1)C=C(C(=C2)O)O ((3-bromomethyl-5,6-dihydroxy-benzo[b]thiophen-2-yl)-morpholin-4-yl-methanone). Run in ClCCl (dichloromethane), C(C)(=O)OCC (ethyl acetate). Reaction conditions: time 2 hour. The product is BrCC=1C2=C(SC1C(=O)N1CCOCC1)C(=C(C(=C2)O)O)[N+](=O)[O-] ((3-Bromomethyl-5,6-dihydroxy-7-nitro-benzo[b]thiophen-2-yl)-morpholin-4-yl-methanone). As a reaction SMILES: [N+:1]([O-:4])(O)=[O:2].[Br:5][CH2:6][C:7]1[C:8]2[CH:23]=[C:22]([OH:24])[C:21]([OH:25])=[CH:20][C:9]=2[S:10][C:11]=1[C:12]([N:14]1[CH2:19][CH2:18][O:17][CH2:16][CH2:15]1)=[O:13]>ClCCl.C(OCC)(=O)C>[Br:5][CH2:6][C:7]1[C:8]2[CH:23]=[C:22]([OH:24])[C:21]([OH:25])=[C:20]([N+:1]([O-:4])=[O:2])[C:9]=2[S:10][C:11]=1[C:12]([N:14]1[CH2:19][CH2:18][O:17][CH2:16][CH2:15]1)=[O:13]. Reported procedure: A solution of 1 M HNO3 in dichloromethane (1.02 ml) was added to a solution of (3-bromomethyl-5,6-dihydroxy-benzo[b]thiophen-2-yl)-morpholin-4-yl-methanone (0.35 g) in ethyl acetate (50 ml) and stirring continued at 60° C. for 2 hours. The cooled mixture was washed with water, dried and evaporated to dryness. The product was recrystallized from acetone. The reactants are ClC1=CC2=C(OC(C2)CN)C=2CCCC12 ((±)-1-(5-chloro-3,6,7,8-tetrahydro-2H-indeno[4,5-b]furan-2-yl)methanamine), CC1=CC=C(C=C1)S(=O)(=O)OC (methyl 4-methylbenzenesulfonate), C(C)(C)N(CC)C(C)C (diisopropylethylamine), ClC(=O)OCC1=CC=CC=C1 (benzyl chloroformate). Yields the product ClC1=CC2=C(OC(C2)CNC(OCC2=CC=CC=C2)=O)C=2CCCC12 ((±)-benzyl (5-chloro-3,6,7,8-tetrahydro-2H-indeno[4,5-b]furan-2-yl)methylcarbamate). The yield is 82.7%. RXN SMILES: [Cl:1][C:2]1[C:15]2[CH2:14][CH2:13][CH2:12][C:11]=2[C:5]2[O:6][CH:7]([CH2:9][NH2:10])[CH2:8][C:4]=2[CH:3]=1.C(N(C(C)C)CC)(C)C.Cl[C:26]([O:28][CH2:29][C:30]1[CH:35]=[CH:34][CH:33]=[CH:32][CH:31]=1)=[O:27].CC1C=CC(S(OC)(=O)=O)=CC=1>>[Cl:1][C:2]1[C:15]2[CH2:14][CH2:13][CH2:12][C:11]=2[C:5]2[O:6][CH:7]([CH2:9][NH:10][C:26](=[O:27])[O:28][CH2:29][C:30]3[CH:35]=[CH:34][CH:33]=[CH:32][CH:31]=3)[CH2:8][C:4]=2[CH:3]=1. Procedure details: Treatment of (±)-1-(5-chloro-3,6,7,8-tetrahydro-2H-indeno[4,5-b]furan-2-yl)methanamine (0.51 g, 1.96 mmol) with diisopropylethylamine (0.76 g, 5.88 mmol) followed by benzyl chloroformate (0.50 g, 2.94 mmol) generally according to the procedure described for Intermediate 7 provided 0.58 g (84%) of (±)-benzyl (5-chloro-3,6,7,8-tetrahydro-2H-indeno[4,5-b]furan-2-yl)methylcarbamate as a white solid. mp 118-121° C.; Anal. calcd. for C20H20ClNO3: C, 67.13; H, 5.63; N, 3.91. Found: C, 66.95; H, 5.93; N... Isolated yield 89.2%. Reaction SMILES: [Na].FC(F)(F)S(O[C:8]1[C:13]([Br:14])=[CH:12][C:11]([Cl:15])=[CH:10][C:9]=1[C:16](=[O:18])[CH3:17])(=O)=O.[F:21][C:22]1[CH:23]=[C:24](B(O)O)[CH:25]=[C:26]([F:28])[CH:27]=1>O.C1(C)C=CC=CC=1.C1C=CC([P]([Pd]([P](C2C=CC=CC=2)(C2C=CC=CC=2)C2C=CC=CC=2)([P](C2C=CC=CC=2)(C2C=CC=CC=2)C2C=CC=CC=2)[P](C2C=CC=CC=2)(C2C=CC=CC=2)C2C=CC=CC=2)(C2C=CC=CC=2)C2C=CC=CC=2)=CC=1>[Br:14][C:13]1[C:8]([C:24]2[CH:23]=[C:22]([F:21])[CH:27]=[C:26]([F:28])[CH:25]=2)=[C:9]([C:16](=[O:18])[CH3:17])[CH:10]=[C:11]([Cl:15])[CH:12]=1 |^1:0,43,45,64,83|. Run in O (water), C1(=CC=CC=C1)C (toluene). Procedure: A solution of sodium hydrogenecarbonate (2.0 g, 23 mmol) in water (50 mL) was treated with a solution of 2-acetyl-6-bromo-4-chlorophenyl trifluoromethanesulfonate (4.5 g, 12 mmol) in toluene (50 mL) followed by (3,5-difluorophenyl)boronic acid (2.0 g, 13 mmol) and tetrakis(triphenylphosphine)palladium(0) (0.67 g, 0.58 mmol). The reaction mixture was degassed with nitrogen for 5 min and heated at 80° C. overnight. The reaction mixture was diluted with water and extracted with ethyl acetate (2×100... The reagents and catalysts are C=1C=CC(=CC1)[P](C=2C=CC=CC2)(C=3C=CC=CC3)[Pd]([P](C=4C=CC=CC4)(C=5C=CC=CC5)C=6C=CC=CC6)([P](C=7C=CC=CC7)(C=8C=CC=CC8)C=9C=CC=CC9)[P](C=1C=CC=CC1)(C=1C=CC=CC1)C=1C=CC=CC1 (tetrakis(triphenylphosphine)palladium(0)). The product is BrC1=CC(=CC(=C1C1=CC(=CC(=C1)F)F)C(C)=O)Cl (1-(6-Bromo-4-chloro-3′,5′-difluorobiphenyl-2-yl)ethanone). Starting materials: FC=1C=C(C=C(C1)F)B(O)O ((3,5-difluorophenyl)boronic acid), [Na] (sodium), FC(S(=O)(=O)OC1=C(C=C(C=C1Br)Cl)C(C)=O)(F)F (2-acetyl-6-bromo-4-chlorophenyl trifluoromethanesulfonate). Reaction conditions: temperature 80 celsius.